Dataset: the Open Reaction Database (ORD), a public repository of structured organic reaction records. Task: describe an organic reaction: reactants, conditions, products, and yield Reactants: C=CC(C)CCCC(C)(C)OC(C)=O, C1CCOC1, CC(C)[N-]C(C)C, [Li+], O=C(Cl)c1ccc2ccccc2c1. Yields the product C=CC(C)CCCC(C)(C)OC(=O)CC(=O)c1ccc2ccccc2c1. RXN SMILES: [C:9]([CH3:10])(=[O:11])[O:12][C:13]([CH3:14])([CH2:15][CH2:16][CH2:17][CH:18]([CH:19]=[CH2:20])[CH3:21])[CH3:22].[CH2:36]1[O:37][CH2:38][CH2:39][CH2:40]1.[CH:1]([N-:2][CH:3]([CH3:4])[CH3:5])([CH3:6])[CH3:7].[Li+:8].[cH:23]1[c:24]([C:33](=[O:34])[Cl:35])[cH:25][cH:26][c:27]2[cH:28][cH:29][cH:30][cH:31][c:32]12>>[C:9]([CH2:10][C:33]([c:24]1[cH:23][c:32]2[c:27]([cH:26][cH:25]1)[cH:28][cH:29][cH:30][cH:31]2)=[O:34])(=[O:11])[O:12][C:13]([CH3:14])([CH2:15][CH2:16][CH2:17][CH:18]([CH:19]=[CH2:20])[CH3:21])[CH3:22]. Reactants: N1C(=O)C(=O)C2=CC=CC=C12 (Isatin), [N+](=O)([O-])C (nitromethane). The solvent is O (water). Conditions: temperature 30 celsius, time 10 minute. Yields the product OC1(C(NC2=CC=CC=C12)=O)C[N+](=O)[O-] (3-hydroxy-3-(nitromethyl)indolin-2-one). RXN SMILES: [NH:1]1[C:11]2[C:6](=[CH:7][CH:8]=[CH:9][CH:10]=2)[C:4](=[O:5])[C:2]1=[O:3].[N+:12]([CH3:15])([O-:14])=[O:13]>O>[OH:5][C:4]1([CH2:15][N+:12]([O-:14])=[O:13])[C:6]2[C:11](=[CH:10][CH:9]=[CH:8][CH:7]=2)[NH:1][C:2]1=[O:3]. Procedure: Isatin (0.073 g) and nitromethane (0.1 ml) were added to water and the reaction mixture was vigorously stirred at a temperature of 30° C. for 10 minutes. The formed solid product was filtered and recrystallized with MeOH to afford pure product.